describe an organic reaction: reactants, conditions, products, and yield From a dataset of the Open Reaction Database (ORD), a public repository of structured organic reaction records. The reactants are COC(=O)CCc1ccc(OCc2ccccc2)cc1, C1CCOC1, CCO, Cl, [K+], [OH-]. Yields the product O=C(O)CCc1ccc(OCc2ccccc2)cc1. As a reaction SMILES: [CH2:1]([c:2]1[cH:3][cH:4][cH:5][cH:6][cH:7]1)[O:8][c:9]1[cH:10][cH:11][c:12]([CH2:15][CH2:16][C:17](=[O:18])[O:19][CH3:20])[cH:13][cH:14]1.[CH2:27]1[O:28][CH2:29][CH2:30][CH2:31]1.[CH3:24][CH2:25][OH:26].[ClH:23].[K+:22].[OH-:21]>>[CH2:1]([c:2]1[cH:3][cH:4][cH:5][cH:6][cH:7]1)[O:8][c:9]1[cH:10][cH:11][c:12]([CH2:15][CH2:16][C:17](=[O:18])[OH:19])[cH:13][cH:14]1. Starting materials: BrC(C(CCBr)(F)Cl)(F)F (1,4-dibromo-2-chloro-1,1,2-trifluorobutane), CN1C(CCC1)=O (1-methyl-2-pyrrolidinone). Run in O (water), O (water). Reaction conditions: temperature 130 celsius. Yields the product BrC(C(CCO)(F)Cl)(F)F (4-bromo-3-chloro-3,4,4-trifluorobutanol). The yield is 49.0%. As a reaction SMILES: [Br:1][C:2]([F:10])([F:9])[C:3]([Cl:8])([F:7])[CH2:4][CH2:5]Br.CN1CCCC1=[O:17]>O>[Br:1][C:2]([F:10])([F:9])[C:3]([Cl:8])([F:7])[CH2:4][CH2:5][OH:17]. Reported procedure: A mixture of 1,4-dibromo-2-chloro-1,1,2-trifluorobutane (XVI) (7.5 g, 24.6 mmol), 1-methyl-2-pyrrolidinone (14 mL) and water (2.5 mL) was heated at 130° C. for 16 hours. The mixture was cooled to room temperature, diluted with water (80 mL) and extracted with ether (2×75 mL). The ether extract was washed with water (31×40 mL), brine, and dried over anhydrous magnesium sulfate. The residue obtained after evaporation of the solvent was chromatographed over silica gel to give 2.9 g (49%) of the des... Reactants: COC=1C=CC2=C(C=C(O2)B(O)O)C1 (5-Methoxy-benzofuran-2-boronic acid), IC1=CC=C(C(=O)OC)C=C1 (Methyl 4-iodobenzoate), Pd(Ph3)4, NaCO3. Solvent: C1(=CC=CC=C1)C (toluene), CCO (EtOH). Conditions: time 2 hour. Product: COC(C1=CC=C(C=C1)C=1OC2=C(C1)C=C(C=C2)OC)=O (4-(5-Methoxy-benzofuran-2-yl)-benzoic acid methyl ester). Isolated yield 31.9%. Reaction SMILES: [CH3:1][O:2][C:3]1[CH:4]=[CH:5][C:6]2[O:10][C:9](B(O)O)=[CH:8][C:7]=2[CH:14]=1.I[C:16]1[CH:25]=[CH:24][C:19]([C:20]([O:22][CH3:23])=[O:21])=[CH:18][CH:17]=1>C1(C)C=CC=CC=1.CCO>[CH3:23][O:22][C:20](=[O:21])[C:19]1[CH:24]=[CH:25][C:16]([C:9]2[O:10][C:6]3[CH:5]=[CH:4][C:3]([O:2][CH3:1])=[CH:14][C:7]=3[CH:8]=2)=[CH:17][CH:18]=1. Procedure: A solution of 5-Methoxy-benzofuran-2-boronic acid (1.9 g, 10 mmol), Methyl 4-iodobenzoate (2.61 g, 10 mmol), Pd(Ph3)4 (0.25 g), and 2M NaCO3 (10 ml) in toluene (40 ml) and EtOH (10 ml) was heated to reflux. After 2 hr, the reaction was cooled and the organic layer was separated dried, and concentrated to give a solid. The solid was triturated with MeOH, filtered to give 127 (0.90 g, 32%) which was used without further purification or characterization for the next step. Reactants: C(C)(C)(C)OC(=O)N[C@H](C)C=O (N-(tert-butyloxycarbonyl)-D-alaninal), C(C1=CC=CC=C1)=C1C(C=CC=C1)[PH+](C1=CC=CC=C1)C1=CC=CC=C1 (benzylidenetriphenylphosphonium), C(C)(C)(C)OC(=O)N[C@H](C)C(=O)O (N-(tert-butyloxycarbonyl)-D-alanine), [N+](=[N-])=C (diazomethane), [H-].C(C(C)C)[Al+]CC(C)C (diisobutylaluminum hydride), Cl (hydrogen chloride), C(C)(C)(C)OC(=O)N[C@@H](CCC1=CC=CC=C1)C ((R)-N-(tert-butyloxycarbonyl)-1-methyl-3-phenylpropanamine), [R-(E)]-N-(tert-butyloxycarbonyl)-1-methyl-3-phenyl-2-propenamine, COC([C@H](NC(=O)OC(C)(C)C)C)=O (N-(tert-butyloxycarbonyl)-D-alanine methyl ester). The reagents and catalysts are [Pd] (palladium). The solvent is CO (methanol), CO (methanol), O1CCOCC1 (dioxane). Yields the product Cl.C[C@H](CCC1=CC=CC=C1)N ((R)-1-Methyl-3-phenylpropanamine hydrochloride). Reaction SMILES: C(OC(N[C@@H](C(O)=O)C)=O)(C)(C)C.[N+](=C)=[N-].COC(=O)[C@@H](C)NC(OC(C)(C)C)=O.[H-].C([Al+]CC(C)C)C(C)C.C(OC(N[C@@H](C=O)C)=O)(C)(C)C.C(=C1C=CC=CC1[PH+](C1C=CC=CC=1)C1C=CC=CC=1)C1C=CC=CC=1.[ClH:79].C(OC([NH:87][C@H:88]([CH3:97])[CH2:89][CH2:90][C:91]1[CH:96]=[CH:95][CH:94]=[CH:93][CH:92]=1)=O)(C)(C)C>[Pd].O1CCOCC1.CO>[ClH:79].[CH3:97][C@@H:88]([NH2:87])[CH2:89][CH2:90][C:91]1[CH:96]=[CH:95][CH:94]=[CH:93][CH:92]=1 |f:3.4,12.13|. Procedure: (R)-1-Methyl-3-phenylpropanamine hydrochloride was prepared by first esterifying N-(tert-butyloxycarbonyl)-D-alanine with diazomethane, then reducing the resulting N-(tert-butyloxycarbonyl)-D-alanine methyl ester with diisobutylaluminum hydride, then condensing the resulting N-(tert-butyloxycarbonyl)-D-alaninal with benzylidenetriphenylphosphonium ylide, then hydrogenating over palladium catalyst the resulting [R-(E)]-N-(tert-butyloxycarbonyl)-1-methyl-3-phenyl-2-propenamine having m.r. 86°-88° ...